This data is from the Open Reaction Database (ORD), a public repository of structured organic reaction records. The task is: describe an organic reaction: reactants, conditions, products, and yield Reactants: C(CCCCC)N1C(C(=C(C2=CC(=CC=C12)C)OC)C=O)=O (1 -hexyl-3-formyl-4-methoxy-6-methyl-2(1H)-quinolinone), NCCS (2-aminoethanethiol), C1(=CC=C(C=C1)S(=O)(=O)O)C (p-toluenesulfonic acid). Solvent: C(Cl)Cl (methylene chloride). Run at time 3 hour. Yields the product C(CCCCC)N1C(C(=C(C2=CC(=CC=C12)C)OC)C1SCCN1)=O (1-Hexyl-3-(2-thiazolidinyl)-4-methoxy-6-methyl-2(1H)-quinolinone). RXN SMILES: [CH2:1]([N:7]1[C:16]2[C:11](=[CH:12][C:13]([CH3:17])=[CH:14][CH:15]=2)[C:10]([O:18][CH3:19])=[C:9]([CH:20]=O)[C:8]1=[O:22])[CH2:2][CH2:3][CH2:4][CH2:5][CH3:6].[NH2:23][CH2:24][CH2:25][SH:26].C1(C)C=CC(S(O)(=O)=O)=CC=1>C(Cl)Cl>[CH2:1]([N:7]1[C:16]2[C:11](=[CH:12][C:13]([CH3:17])=[CH:14][CH:15]=2)[C:10]([O:18][CH3:19])=[C:9]([CH:20]2[NH:23][CH2:24][CH2:25][S:26]2)[C:8]1=[O:22])[CH2:2][CH2:3][CH2:4][CH2:5][CH3:6]. Procedure details: A solution of 1 -hexyl-3-formyl-4-methoxy-6-methyl-2(1H)-quinolinone (Step (2) of Example 1, 1 g) and 2-aminoethanethiol (0.26 g) in methylene chloride (20 ml) containing p-toluenesulfonic acid (0.1 g) was stirred for 3hrs. The mixture was washed with aqueous sodium bicarbonate, dried, evaporated and then crystallized from ether-hexane to give 1-Hexyl-3-(2-thiazolidinyl)-4-methoxy-6-methyl-2(1H)-quinolinone. That the expected product was obtained was confirmed by the spectral data: MS: m/e 360 (... Starting materials: O=C([O-])[O-], COC(CBr)OC, CN(C)C=O, CCOCC, [Cs+], [Cs+], O, Oc1ccc(-c2ccccc2)cc1. Yields the product COC(COc1ccc(-c2ccccc2)cc1)OC. RXN SMILES: [C:14](=[O:15])([O-:16])[O-:17].[CH3:20][O:21][CH:22]([CH2:23][Br:24])[O:25][CH3:26].[CH3:28][N:29]([CH3:30])[CH:31]=[O:32].[CH3:33][CH2:34][O:35][CH2:36][CH3:37].[Cs+:18].[Cs+:19].[OH2:27].[c:1]1(-[c:7]2[cH:8][cH:9][c:10]([OH:13])[cH:11][cH:12]2)[cH:2][cH:3][cH:4][cH:5][cH:6]1>>[c:1]1(-[c:7]2[cH:8][cH:9][c:10]([O:13][CH2:23][CH:22]([O:21][CH3:20])[O:25][CH3:26])[cH:11][cH:12]2)[cH:2][cH:3][cH:4][cH:5][cH:6]1. Starting materials: COC(=O)[C@@H]1[C@H]([C@]2(C=C(CO2)C2=C(C=CC(=C2)N2C(=NC=C2)C(F)(F)F)OC)CC1)C1=CC=C(C=C1)F ((5R,6S,7S)-6-(4-Fluorophenyl)-3-(2-methoxy-5-(2-(trifluoromethyl)imidazol-1-yl)phenyl)-1-oxaspiro[4.4]non-3-ene-7-carboxylic acid methyl ester), C(C)(=O)O (acetic acid). Reagents/catalysts: [OH-].[Pd+2].[OH-] (palladium(II) hydroxide). Solvent: CO (methanol). Conditions: time 20 minute. Product: COC(=O)[C@@H]1[C@H]([C@]2(CC(=CO2)C2=C(C=CC(=C2)N2C(=NC=C2)C(F)(F)F)OC)CC1)C1=CC=C(C=C1)F ((5R,6S,7S)-6-(4-Fluorophenyl)-3-(2-methoxy-5-(2-(trifluoromethyl)imidazol-1-yl)phenyl)-1-oxaspiro[4.4]non-2-ene-7-carboxylic acid methyl ester). As a reaction SMILES: [CH3:1][O:2][C:3]([C@H:5]1[CH2:30][CH2:29][C@:7]2([O:11][CH2:10][C:9]([C:12]3[CH:17]=[C:16]([N:18]4[CH:22]=[CH:21][N:20]=[C:19]4[C:23]([F:26])([F:25])[F:24])[CH:15]=[CH:14][C:13]=3[O:27][CH3:28])=[CH:8]2)[C@@H:6]1[C:31]1[CH:36]=[CH:35][C:34]([F:37])=[CH:33][CH:32]=1)=[O:4].C(O)(=O)C>[OH-].[Pd+2].[OH-].CO>[CH3:1][O:2][C:3]([C@H:5]1[CH2:30][CH2:29][C@:7]2([O:11][CH:10]=[C:9]([C:12]3[CH:17]=[C:16]([N:18]4[CH:22]=[CH:21][N:20]=[C:19]4[C:23]([F:24])([F:25])[F:26])[CH:15]=[CH:14][C:13]=3[O:27][CH3:28])[CH2:8]2)[C@@H:6]1[C:31]1[CH:32]=[CH:33][C:34]([F:37])=[CH:35][CH:36]=1)=[O:4] |f:2.3.4|. Reported procedure: A mixture of 67 mg (0.13 mmol) of (5R,6S,7S)-6-(4-fluorophenyl)-3-(2-methoxy-5-(2-(trifluoromethyl)imidazol-1-yl)phenyl)-1-oxaspiro[4.4]non-3-ene-7-carboxylic acid methyl ester (from Example 69), 20% palladium(II) hydroxide on carbon (32 mg), acetic acid (1.2 mL), and methanol (6.0 mL) was stirred at RT under hydrogen at atmospheric pressure. After 20 min., the catalyst was removed using a 0.45 micron filter and washed with additional methanol. The filtrate was concentrated and the residue was p... Reactants: OCC=1C=C(C=CC1)SCCO (2-(3-(Hydroxymethyl)phenylthio)ethanol). The reagents and catalysts are [O-2].[O-2].[Mn+4] (Manganese dioxide). Run in C(Cl)Cl (DCM). The product is OCCSC=1C=C(C=O)C=CC1 (3-(2-Hydroxyethylthio)benzaldehyde). Reaction SMILES: [OH:1][CH2:2][C:3]1[CH:4]=[C:5]([S:9][CH2:10][CH2:11][OH:12])[CH:6]=[CH:7][CH:8]=1>C(Cl)Cl.[O-2].[O-2].[Mn+4]>[OH:12][CH2:11][CH2:10][S:9][C:5]1[CH:4]=[C:3]([CH:8]=[CH:7][CH:6]=1)[CH:2]=[O:1] |f:2.3.4|. Reported procedure: Manganese dioxide (1.36 g) was added to a solution of 2-(3-(hydroxymethyl)phenylthio)ethanol (example 65, step b) (0.29 g) in DCM (10 mL). The resulting mixture was heated at reflux for 4 h, cooled and filtered through Celite. The filter pad was washed with DCM (3×20 mL). The filtrate and washing were combined and evaporated to give the subtitled compound as a yellow gum. Yield 0.2 g. The reactants are N1CCC(CC1)CC=1N(N=C2C(=NC=3C=CC=CC3C21)N)CCC (1-(piperidin-4-ylmethyl)-2-propyl-2H-pyrazolo[3,4-c]quinolin-4-amine), Cl.CN(CCCN=C=NCC)C (1-(3-Dimethylaminopropyl)-3-ethylcarbodiimide hydrochloride), C1(C=CC(N1CCCC(=O)O)=O)=O (4-maleimidobutyric acid), ON1N=NC2=C1C=CC=C2 (1-hydroxybenzotriazole). The solvent is CN(C)C=O (DMF), O (water). Reaction conditions: time 1 hour. The product is NC1=NC=2C=CC=CC2C=2C1=NN(C2CC2CCN(CC2)C(CCCN2C(C=CC2=O)=O)=O)CCC (1-(4-{4-[(4-amino-2-propyl-2H-pyrazolo[3,4-c]quinolin-1-yl)methyl]piperidin-1-yl}-4-oxobutyl)-1H-pyrrole-2,5-dione). Isolated yield 37.0%. RXN SMILES: Cl.CN(C)CCCN=C=NCC.[C:13]1(=[O:25])[N:17]([CH2:18][CH2:19][CH2:20][C:21]([OH:23])=O)[C:16](=[O:24])[CH:15]=[CH:14]1.ON1C2C=CC=CC=2N=N1.[NH:36]1[CH2:41][CH2:40][CH:39]([CH2:42][C:43]2[N:44]([CH2:57][CH2:58][CH3:59])[N:45]=[C:46]3[C:55]=2[C:54]2[CH:53]=[CH:52][CH:51]=[CH:50][C:49]=2[N:48]=[C:47]3[NH2:56])[CH2:38][CH2:37]1>CN(C=O)C.O>[NH2:56][C:47]1[C:46]2=[N:45][N:44]([CH2:57][CH2:58][CH3:59])[C:43]([CH2:42][CH:39]3[CH2:40][CH2:41][N:36]([C:21](=[O:23])[CH2:20][CH2:19][CH2:18][N:17]4[C:13](=[O:25])[CH:14]=[CH:15][C:16]4=[O:24])[CH2:37][CH2:38]3)=[C:55]2[C:54]2[CH:53]=[CH:52][CH:51]=[CH:50][C:49]=2[N:48]=1 |f:0.1|. Procedure details: 1-(3-Dimethylaminopropyl)-3-ethylcarbodiimide hydrochloride (0.266 g, 1.39 mmol) was added to a mixture of 4-maleimidobutyric acid (0.254 g, 1.39 mmol) and 1-hydroxybenzotriazole (0.187 g, 1.39 mmol) in DMF (13 mL). The mixture was stirred for 1 hour, then 1-(piperidin-4-ylmethyl)-2-propyl-2H-pyrazolo[3,4-c]quinolin-4-amine (0.450 g, 1.39 mmol) was added. The mixture was stirred for 1 hour, then water (60 mL) was added, and the mixture was stirred an additional hour. The aqueous layer was extrac...